From a dataset of the Open Reaction Database (ORD), a public repository of structured organic reaction records. describe an organic reaction: reactants, conditions, products, and yield Starting materials: C(C)OC(=O)C1=C(N=C(S1)C)SC(N(C)C)=O (4-[(dimethyl-carbamoyl)sulfanyl]-2-methyl-thiazole-5-carboxylic acid ethyl ester), [H-].[Na+] (sodium hydride). Run in CO (MeOH). The product is C(C)OC(=O)C1=C(N=C(S1)C)S (4-mercapto-2-methyl-thiazole-5-carboxylic acid ethyl ester). The yield is 92.5%. As a reaction SMILES: [CH2:1]([O:3][C:4]([C:6]1[S:10][C:9]([CH3:11])=[N:8][C:7]=1[S:12]C(=O)N(C)C)=[O:5])[CH3:2].[H-].[Na+]>CO>[CH2:1]([O:3][C:4]([C:6]1[S:10][C:9]([CH3:11])=[N:8][C:7]=1[SH:12])=[O:5])[CH3:2] |f:1.2|. Reported procedure: To a mixture of 4-[(dimethyl-carbamoyl)sulfanyl]-2-methyl-thiazole-5-carboxylic acid ethyl ester (0.84 g, 3.06 mmol) in MeOH (30 ml) is added sodium hydride (60% oil dispersion) (0.4 g, 10.1 mmol). The mixture is refluxed for 1 h under an atmosphere of nitrogen and concentrated. The residue is treated with 1M hydrochloric acid and extracted with EtOAc (3×30 ml). The combined organic layers are washed with brine (30 ml), dried over sodium sulfate and concentrated to give 4-mercapto-2-methyl-thiaz...